From a dataset of the Open Reaction Database (ORD), a public repository of structured organic reaction records. describe an organic reaction: reactants, conditions, products, and yield Reactants: O (Water), FC=1C=C(COC=2C=C3CCN(C(C3=CC2)=O)CC(=O)O)C=CC1 ([6-(3-fluoro-benzyloxy)-1-oxo-3,4-dihydro-1H-isoquinolin-2-yl]-acetic acid), C(=O)(N1C=NC=C1)N1C=NC=C1 (1,1′-carbonyl-diimidazole), C(C)(=O)[O-].[NH4+] (Ammonium acetate). Run in CN(C)C=O (N,N′-dimethylformamide). Reaction conditions: time 0.5 hour. Product: FC=1C=C(COC=2C=C3CCN(C(C3=CC2)=O)CC(=O)N)C=CC1 (2-[6-(3-Fluoro-benzyloxy)-1-oxo-3,4-dihydro-1H-isoquinolin-2-yl]-acetamide). RXN SMILES: [F:1][C:2]1[CH:3]=[C:4]([CH:22]=[CH:23][CH:24]=1)[CH2:5][O:6][C:7]1[CH:8]=[C:9]2[C:14](=[CH:15][CH:16]=1)[C:13](=[O:17])[N:12]([CH2:18][C:19](O)=[O:20])[CH2:11][CH2:10]2.C(N1C=CN=C1)([N:27]1C=CN=C1)=O.C([O-])(=O)C.[NH4+].O>CN(C=O)C>[F:1][C:2]1[CH:3]=[C:4]([CH:22]=[CH:23][CH:24]=1)[CH2:5][O:6][C:7]1[CH:8]=[C:9]2[C:14](=[CH:15][CH:16]=1)[C:13](=[O:17])[N:12]([CH2:18][C:19]([NH2:27])=[O:20])[CH2:11][CH2:10]2 |f:2.3|. Procedure details: A mixture of [6-(3-fluoro-benzyloxy)-1-oxo-3,4-dihydro-1H-isoquinolin-2-yl]-acetic acid (0.245 mg, 0.744 mmol) and 1,1′-carbonyl-diimidazole (0.229 mg, 1.41 mmol) in N,N′-dimethylformamide (6 mL) was stirred at room temperature for 0.5 h. Ammonium acetate (0.917 g, 11 mol) was added and the mixture was stirred 2 h. Water was added and the mixture was extracted with ethyl acetate. Drying and evaporation of the solvent left a solid which was recrystallised with ethyl acetate and ether. MS: m/e=329... Reactants: C(C1=CC=CC=C1)C1=C2CCCC(C2=CC=C1)C(=O)N (5-benzyl-1,2,3,4-tetrahydro-1-naphthamide), chromic anhydride, C(C)(=O)O (acetic acid). Yields the product C(C1=CC=CC=C1)(=O)C1=C2CCCC(C2=CC=C1)C(=O)N (5-benzoyl-1,2,3,4-tetrahydro-1-naphthamide). Procedure: To 100 ml. of acetic acid is added 6.6 g. of 5-benzyl-1,2,3,4-tetrahydro-1-naphthamide and, under cooling with ice, 3.4 g. of chromic anhydride is added. The mixture is stirred well. After stirring overnight, the reaction mixture is poured over 500 g. of ice and the resultant crystals are collected by filtration. This is subjected to column chromatography on silica gel using chloroform as the eluent and the eluate is recrystallized from cyclohexane. The procedure gives 5-benzoyl-1,2,3,4-tetrahyd... RXN SMILES: [CH2:1]([C:8]1[CH:17]=[CH:16][CH:15]=[C:14]2[C:9]=1[CH2:10][CH2:11][CH2:12][CH:13]2[C:18]([NH2:20])=[O:19])[C:2]1[CH:7]=[CH:6][CH:5]=[CH:4][CH:3]=1.C(O)(=[O:23])C>>[C:1]([C:8]1[CH:17]=[CH:16][CH:15]=[C:14]2[C:9]=1[CH2:10][CH2:11][CH2:12][CH:13]2[C:18]([NH2:20])=[O:19])(=[O:23])[C:2]1[CH:3]=[CH:4][CH:5]=[CH:6][CH:7]=1. Starting materials: BrCc1ccccc1, C1CCOC1, C1CCOC1, Cc1c(C(=O)O)oc2ccccc12, CCCCCCC, CCc1ccccc1, CC(C)[N-]C(C)C, Cl, [Li+]. Product: O=C(O)c1oc2ccccc2c1CCc1ccccc1. Reaction SMILES: [Br:22][CH2:23][c:24]1[cH:25][cH:26][cH:27][cH:28][cH:29]1.[CH2:31]1[O:32][CH2:33][CH2:34][CH2:35]1.[CH2:43]1[O:44][CH2:45][CH2:46][CH2:47]1.[CH3:1][c:2]1[c:3]([C:11](=[O:12])[OH:13])[o:4][c:5]2[c:6]1[cH:7][cH:8][cH:9][cH:10]2.[CH3:36][CH2:37][CH2:38][CH2:39][CH2:40][CH2:41][CH3:42].[CH3:48][CH2:49][c:50]1[cH:51][cH:52][cH:53][cH:54][cH:55]1.[CH:14]([N-:15][CH:16]([CH3:17])[CH3:18])([CH3:19])[CH3:20].[ClH:30].[Li+:21]>>[CH2:1]([c:2]1[c:3]([C:11](=[O:12])[OH:13])[o:4][c:5]2[c:6]1[cH:7][cH:8][cH:9][cH:10]2)[CH2:23][c:24]1[cH:25][cH:26][cH:27][cH:28][cH:29]1. Reactants: ClCC(=O)NC=1SC=C(N1)C(C(=O)NC1[C@@H]2N(C(=C(CS2)COC)C(=O)OC(C2=CC=CC=C2)C2=CC=CC=C2)C1=O)=NOC (benzhydryl 7-[2-(2-chloroacetamidothiazol-4-yl]-2-methoxyiminoacetamido]-3-methoxymethyl-3-cephem-4-carboxylate), C1(=CC=CC=C1)OC (anisole), ClC(C(=O)O)(Cl)Cl (trichloroacetic acid), C(C)(C)OC(C)C (diisopropyl ether). Solvent: C(Cl)Cl (methylene chloride). The product is ClCC(=O)NC=1SC=C(N1)C(C(=O)NC1[C@@H]2N(C(=C(CS2)COC)C(=O)O)C1=O)=NOC (7-[2-(2-chloroacetamidothiazol-4-yl)-2-methoxyiminoacetamido]-3-methoxymethyl-3-cephem-4-carboxylic acid). Isolated yield 103.4%. RXN SMILES: [Cl:1][CH2:2][C:3]([NH:5][C:6]1[S:7][CH:8]=[C:9]([C:11](=[N:43][O:44][CH3:45])[C:12]([NH:14][CH:15]2[C:41](=[O:42])[N:17]3[C:18]([C:25]([O:27]C(C4C=CC=CC=4)C4C=CC=CC=4)=[O:26])=[C:19]([CH2:22][O:23][CH3:24])[CH2:20][S:21][C@H:16]23)=[O:13])[N:10]=1)=[O:4].C1(OC)C=CC=CC=1.ClC(Cl)(Cl)C(O)=O.C(OC(C)C)(C)C>C(Cl)Cl>[Cl:1][CH2:2][C:3]([NH:5][C:6]1[S:7][CH:8]=[C:9]([C:11](=[N:43][O:44][CH3:45])[C:12]([NH:14][CH:15]2[C:41](=[O:42])[N:17]3[C:18]([C:25]([OH:27])=[O:26])=[C:19]([CH2:22][O:23][CH3:24])[CH2:20][S:21][C@H:16]23)=[O:13])[N:10]=1)=[O:4]. Procedure: A mixture of 7.65 g of benzhydryl 7-[2-(2-chloroacetamidothiazol-4-yl]-2-methoxyiminoacetamido]-3-methoxymethyl-3-cephem-4-carboxylate, 25 ml of methylene chloride, 5 ml of anisole and 20 ml of trichloroacetic acid was allowed to react at room temperature for 30 minutes. At the end of this time, 300 ml of diisopropyl ether were added to the reaction mixture and the resulting precipitates were collected by filtration, giving 5.95 g of 7-[2-(2-chloroacetamidothiazol-4-yl)-2-methoxyiminoacetamido]-... Starting materials: COc1cc2ncnc(Oc3cccc(NC(=O)Nc4cc(C(C)(C)C)on4)c3)c2cc1OCCCCl, CCCC[N+](CCCC)(CCCC)CCCC, CN1CCNCC1, [I-], CN(C)C=O, O. Product: COc1cc2ncnc(Oc3cccc(NC(=O)Nc4cc(C(C)(C)C)on4)c3)c2cc1OCCCN1CCN(C)CC1. RXN SMILES: [C:1]([CH3:2])([CH3:3])([CH3:4])[c:5]1[cH:6][c:7]([NH:10][C:11](=[O:12])[NH:13][c:14]2[cH:15][c:16]([O:20][c:21]3[n:22][cH:23][n:24][c:25]4[cH:26][c:27]([O:36][CH3:37])[c:28]([O:31][CH2:32][CH2:33][CH2:34][Cl:35])[cH:29][c:30]34)[cH:17][cH:18][cH:19]2)[n:8][o:9]1.[CH2:52]([N+:53]([CH2:54][CH2:55][CH2:56][CH3:57])([CH2:58][CH2:59][CH2:60][CH3:61])[CH2:62][CH2:63][CH2:64][CH3:65])[CH2:66][CH2:67][CH3:68].[CH3:38][N:39]1[CH2:40][CH2:41][NH:42][CH2:43][CH2:44]1.[I-:51].[O:46]=[CH:47][N:48]([CH3:49])[CH3:50].[OH2:45]>>[C:1]([CH3:2])([CH3:3])([CH3:4])[c:5]1[cH:6][c:7]([NH:10][C:11](=[O:12])[NH:13][c:14]2[cH:15][c:16]([O:20][c:21]3[n:22][cH:23][n:24][c:25]4[cH:26][c:27]([O:36][CH3:37])[c:28]([O:31][CH2:32][CH2:33][CH2:34][N:42]5[CH2:41][CH2:40][N:39]([CH3:38])[CH2:44][CH2:43]5)[cH:29][c:30]34)[cH:17][cH:18][cH:19]2)[n:8][o:9]1. The reactants are FC(S(=O)C1=C(C=CC=C1)C1=CC=CC=C1)(F)F (2-(trifluoromethylsulfinyl)biphenyl), FC(S(=O)(=O)OS(=O)(=O)C(F)(F)F)(F)F (trifluoromethanesulfonic anhydride). The solvent is ClC(C(F)(F)Cl)(F)Cl (1,1,2-trichloro -1,2,2-trifluoroethane). Run at time 2 day. Yields the product FC(S(=O)(=O)[O-])(F)F.FC([S+]1C2=C(C3=C1C=CC=C3)C=CC=C2)(F)F (S-(trifluoromethyl)dibenzothiophenium trifluoromethanesulfonate). Yield: 74.7%. As a reaction SMILES: [F:1][C:2]([F:18])([F:17])[S:3]([C:5]1[CH:10]=[CH:9][CH:8]=[CH:7][C:6]=1[C:11]1[CH:16]=[CH:15][CH:14]=[CH:13][CH:12]=1)=O.[F:19][C:20]([F:33])([F:32])[S:21]([O:24]S(C(F)(F)F)(=O)=O)(=[O:23])=[O:22]>ClC(Cl)(F)C(Cl)(F)F>[F:19][C:20]([F:33])([F:32])[S:21]([O-:24])(=[O:23])=[O:22].[F:1][C:2]([F:18])([F:17])[S+:3]1[C:12]2[CH:13]=[CH:14][CH:15]=[CH:16][C:11]=2[C:6]2[CH:7]=[CH:8][CH:9]=[CH:10][C:5]1=2 |f:3.4|. Procedure: To a solution of 4.05 g (15 mmol) of 2-(trifluoromethylsulfinyl)biphenyl in 30 ml of 1,1,2-trichloro -1,2,2-trifluoroethane was added 2.52 ml (15 mmol) of trifluoromethanesulfonic anhydride, and the mixture was stirred at room temperature for 2 days. The white precipitate formed in the reaction system was collected by filtration to give 4.51 g (74.8%) of S-(trifluoromethyl)dibenzothiophenium trifluoromethanesulfonate. The properties of the product are shown in Table 1. The reactants are ClCCl, O=C(O)CCCl, O, O=S(=O)(O)C(F)(F)F, Oc1cccc(O)c1. Product: O=C(CCCl)c1ccc(O)cc1O. As a reaction SMILES: [Cl:24][CH2:25][Cl:26].[Cl:9][CH2:10][CH2:11][C:12](=[O:13])[OH:14].[OH2:23].[OH:15][S:16]([C:17]([F:18])([F:19])[F:20])(=[O:21])=[O:22].[OH:1][c:2]1[cH:3][cH:4][cH:5][c:6]([OH:7])[cH:8]1>>[OH:1][c:2]1[cH:3][cH:4][c:5]([C:12]([CH2:11][CH2:10][Cl:9])=[O:13])[c:6]([OH:7])[cH:8]1. Reactants: C1CO1 (ethyleneoxide), C(C=1C(C(=O)OCCCC)=CC=CC1)(=O)OCCCC (dibutyl phthalate), polyester, ethylene-propylene copolymer, dihydroxyethylenepropylene, C=CC (propylene). Solvent: C=1(C(=CC=CC1)C)C (xylene). The product is C(CCCO)O (1,4-butanediol), C1(C=2C(C(=O)O1)=CC=CC2)=O (phthalic anhydride). RXN SMILES: C=CC.C1OC1.[C:7]([O:22]CCCC)(=[O:21])[C:8]1[C:9](=[CH:17][CH:18]=[CH:19][CH:20]=1)[C:10]([O:12]CCCC)=[O:11]>C1(C)C(C)=CC=CC=1>[CH2:7]([OH:21])[CH2:8][CH2:9][CH2:10][OH:11].[C:10]1(=[O:12])[O:22][C:7](=[O:21])[C:8]2=[CH:20][CH:19]=[CH:18][CH:17]=[C:9]12. Procedure details: 320 parts of a 40% xylene solution of dihydroxyethylenepropylene copolymer (molecular weight; 8,000, propylene content; 50%, prepared by hydroxyethylating both terminals of the ethylene-propylene copolymer as produced by known living anionic polymerization with ethyleneoxide) and 460 parts of a 40% dibutyl phthalate solution of polyester obtained from 1,4-butanediol and phthalic anhydride (equivalent weight ratio; 41/40, molecular weight; 8,000) were fed into a four-mouthed reaction vessel fitte...